Dataset: the Open Reaction Database (ORD), a public repository of structured organic reaction records. Task: describe an organic reaction: reactants, conditions, products, and yield The reactants are CCO, COCc1ccc([N+](=O)[O-])c(O)c1, [H][H]. Product: COCc1ccc(N)c(O)c1. As a reaction SMILES: [CH3:16][CH2:17][OH:18].[CH3:1][O:2][CH2:3][c:4]1[cH:5][cH:6][c:7]([N+:11]([O-:12])=[O:13])[c:8]([OH:10])[cH:9]1.[H:14][H:15]>>[CH3:1][O:2][CH2:3][c:4]1[cH:5][cH:6][c:7]([NH2:11])[c:8]([OH:10])[cH:9]1.